From a dataset of the Open Reaction Database (ORD), a public repository of structured organic reaction records. describe an organic reaction: reactants, conditions, products, and yield Starting materials: CC(=O)O[BH-](OC(C)=O)OC(C)=O, CC(C)(C)OC(=O)N1CCC(C)(N2CCC(=O)CC2)CC1, NC1CCCCC1N, ClCCl, [Na+]. The product is CC(C)(C)OC(=O)N1CCC(C)(N2CCC(NC3CCCCC3N)CC2)CC1. Reaction SMILES: [C:30]([O:31][BH-:32]([O:33][C:34](=[O:35])[CH3:36])[O:37][C:38](=[O:39])[CH3:40])(=[O:41])[CH3:42].[CH3:9][C:10]1([N:23]2[CH2:24][CH2:25][C:26](=[O:29])[CH2:27][CH2:28]2)[CH2:11][CH2:12][N:13]([C:16](=[O:17])[O:18][C:19]([CH3:20])([CH3:21])[CH3:22])[CH2:14][CH2:15]1.[CH:1]1([NH2:8])[CH:2]([NH2:7])[CH2:3][CH2:4][CH2:5][CH2:6]1.[Cl:44][CH2:45][Cl:46].[Na+:43]>>[CH:1]1([NH:8][CH:26]2[CH2:25][CH2:24][N:23]([C:10]3([CH3:9])[CH2:11][CH2:12][N:13]([C:16](=[O:17])[O:18][C:19]([CH3:20])([CH3:21])[CH3:22])[CH2:14][CH2:15]3)[CH2:28][CH2:27]2)[CH:2]([NH2:7])[CH2:3][CH2:4][CH2:5][CH2:6]1. The reactants are C(C)(C)(C)OC(=O)N1CCN(CC1)C1=CC=C(C=C1)Br (4-(4-bromophenyl)-piperazine-1-carboxylic acid tert-butyl ester), BrC=1C=NC(=NC1)N1CCNCC1 (5-bromo-2-piperazin-1-ylpyrimidine). Yields the product C(C)(C)(C)OC(=O)N1CCN(CC1)C1=NC=C(C=N1)Br (4-(5-Bromopyrimidin-2-yl)piperazine-1-carboxylic acid tert-butyl ester). Isolated yield 93.0%. As a reaction SMILES: [C:1]([O:5][C:6]([N:8]1[CH2:13][CH2:12][N:11]([C:14]2C=CC(Br)=CC=2)[CH2:10][CH2:9]1)=[O:7])([CH3:4])([CH3:3])[CH3:2].[Br:21][C:22]1[CH:23]=[N:24]C(N2CCNCC2)=[N:26][CH:27]=1>>[C:1]([O:5][C:6]([N:8]1[CH2:9][CH2:10][N:11]([C:14]2[N:24]=[CH:23][C:22]([Br:21])=[CH:27][N:26]=2)[CH2:12][CH2:13]1)=[O:7])([CH3:2])([CH3:3])[CH3:4]. Procedure details: Prepared according to the method for the preparation of 4-(4-bromophenyl)-piperazine-1-carboxylic acid tert-butyl ester, from 5-bromo-2-piperazin-1-ylpyrimidine (5.00 g), to yield the title compound as a white solid (6.55 g, 93%). Reactants: C(=O)C=O (glyoxal), [Cl-].[NH4+].[Cl-].[Na+].O (ammonium chloride brine), NC1=C2C(=NN1)CN(C2)C(=O)OC(C)(C)C (tert-butyl 3-amino-2,6-dihydropyrrolo[3,4-c]pyrazole-5(4H)-carboxylate), [OH-].[K+] (potassium hydroxide), NOS(=O)(=O)O (hydroxylamine-O-sulfonic acid). Solvent: C(C)O (Ethanol), O (water), CN(C=O)C (N,N-dimethylformamide). Run at time 20 minute. Product: N=1C=2N(N=CC1)N=C1C2CN(C1)C(=O)OC(C)(C)C (tert-Butyl 7H-pyrrolo[3′,4′:3,4]pyrazolo[1,5-b][1,2,4]triazine-8(9H)-carboxylate). As a reaction SMILES: [NH2:1][C:2]1[NH:6][N:5]=[C:4]2[CH2:7][N:8]([C:10]([O:12][C:13]([CH3:16])([CH3:15])[CH3:14])=[O:11])[CH2:9][C:3]=12.[OH-].[K+].NOS(O)(=O)=O.[CH:25]([CH:27]=O)=O.[Cl-].[NH4+:30].[Cl-].[Na+].O>CN(C)C=O.O.C(O)C>[N:1]1[C:2]2[N:6]([N:5]=[C:4]3[CH2:7][N:8]([C:10]([O:12][C:13]([CH3:16])([CH3:15])[CH3:14])=[O:11])[CH2:9][C:3]=23)[N:30]=[CH:25][CH:27]=1 |f:1.2,5.6.7.8.9|. Procedure details: To a stirred solution of 0.2 g (0.89 mmol) of tert-butyl 3-amino-2,6-dihydropyrrolo[3,4-c]pyrazole-5(4H)-carboxylate in N,N-dimethylformamide (4 mL) at −10° C. was added 0.37 g (5.6 mmol) of powdered potassium hydroxide. The reaction mixture was stirred between 0° C. and −10° C. for 20 min. To this mixture was added 0.2 g (1.78 mmol) of hydroxylamine-O-sulfonic acid in eight portions over 20 min while maintaining the temperature between 0° C. and −10° C. Stirring was continued for 45 min while k... Reactants: CC(=O)O[BH-](OC(C)=O)OC(C)=O, CNC(=O)C1=CC2(CCNCC2)c2ccccc21, CC(C)[O-], CC(C)[O-], CC(C)[O-], CC(C)[O-], O=C1CC2CCC1C2, CC(Cl)Cl, [Na+], [Ti+4]. Yields the product CNC(=O)C1=CC2(CCN(C3CC4CCC3C4)CC2)c2ccccc21. As a reaction SMILES: [C:27]([O:28][BH-:29]([O:30][C:31](=[O:32])[CH3:33])[O:34][C:35](=[O:36])[CH3:37])(=[O:38])[CH3:39].[CH3:1][NH:2][C:3](=[O:4])[C:5]1=[CH:6][C:7]2([c:8]3[cH:9][cH:10][cH:11][cH:12][c:13]31)[CH2:14][CH2:15][NH:16][CH2:17][CH2:18]2.[CH3:45][CH:46]([CH3:47])[O-:48].[CH3:50][CH:51]([CH3:52])[O-:53].[CH3:54][CH:55]([CH3:56])[O-:57].[CH3:58][CH:59]([CH3:60])[O-:61].[CH:19]12[C:20](=[O:26])[CH2:21][CH:22]([CH2:23][CH2:24]1)[CH2:25]2.[Cl:41][CH:42]([Cl:43])[CH3:44].[Na+:40].[Ti+4:49]>>[CH3:1][NH:2][C:3](=[O:4])[C:5]1=[CH:6][C:7]2([c:8]3[cH:9][cH:10][cH:11][cH:12][c:13]31)[CH2:14][CH2:15][N:16]([CH:20]1[CH:19]3[CH2:24][CH2:23][CH:22]([CH2:21]1)[CH2:25]3)[CH2:17][CH2:18]2. Reactants: O=C(Cl)c1ccccc1, C1CCCCC1, CC(C)=O, Nc1ccc2ccc(Cl)cc2n1, O, c1ccncc1. Product: O=C(Nc1ccc2ccc(Cl)cc2n1)c1ccccc1. As a reaction SMILES: [C:13]([c:14]1[cH:15][cH:16][cH:17][cH:18][cH:19]1)(=[O:20])[Cl:21].[CH2:22]1[CH2:23][CH2:24][CH2:25][CH2:26][CH2:27]1.[CH3:28][C:29](=[O:30])[CH3:31].[NH2:1][c:2]1[n:3][c:4]2[cH:5][c:6]([Cl:12])[cH:7][cH:8][c:9]2[cH:10][cH:11]1.[OH2:38].[cH:32]1[cH:33][cH:34][n:35][cH:36][cH:37]1>>[NH:1]([c:2]1[n:3][c:4]2[cH:5][c:6]([Cl:12])[cH:7][cH:8][c:9]2[cH:10][cH:11]1)[C:13]([c:14]1[cH:15][cH:16][cH:17][cH:18][cH:19]1)=[O:20].